Dataset: the Open Reaction Database (ORD), a public repository of structured organic reaction records. Task: describe an organic reaction: reactants, conditions, products, and yield The reactants are BrCCC1=CNC2=CC=CC(=C12)Cl (3-(2-bromoethyl)-4-chloroindole), BrCCC1=CNC2=CC=CC=C12 (3-(2-bromoethyl)-indole), HNR5R6, CNC (dimethylamine), C1(CCCO1)=O (γ-butyrolactone), amine, C1(CCCO1)=O.C(CC(=O)C)(=O)OCC (ethyl acetoacetate γ-butyrolactone). Procedure details: By following the procedure of this example and using the appropriate compounds of formulae IV, V and VIII and amine of formula HNR5R6, other compounds of formula I are obtained. For example, by using 3-(2-bromoethyl)-4-chloroindole, ethyl acetoacetate γ-butyrolactone and dimethylamine, 5-chloro-γ-[(dimethylamino)methyl]-1-methyl-1,2,3,4-tetrahydrocarbazole-1-propanol is obtained. The product is ClC1=C2C=3CCCC(C3NC2=CC=C1)(C(CCO)CN(C)C)C (5-chloro-γ-[(dimethylamino)methyl]-1-methyl-1,2,3,4-tetrahydrocarbazole-1-propanol). As a reaction SMILES: BrCCC1C2[C:7](=CC=CC=2)[NH:6][CH:5]=1.[C:13]1(=O)[O:17][CH2:16][CH2:15][CH2:14]1.Br[CH2:20][CH2:21][C:22]1[C:30]2[C:25](=[CH:26][CH:27]=[CH:28][C:29]=2[Cl:31])[NH:24][CH:23]=1.[C:32]1(=O)OC[CH2:34][CH2:33]1.C(OCC)(=O)CC(C)=O.CNC>>[Cl:31][C:29]1[CH:28]=[CH:27][CH:26]=[C:25]2[C:30]=1[C:22]1[CH2:21][CH2:20][CH2:32][C:33]([CH3:34])([CH:14]([CH2:13][N:6]([CH3:7])[CH3:5])[CH2:15][CH2:16][OH:17])[C:23]=1[NH:24]2 |f:3.4|.